This data is from the Open Reaction Database (ORD), a public repository of structured organic reaction records. The task is: describe an organic reaction: reactants, conditions, products, and yield The reactants are O=[N+]([O-])c1cccc(CBr)c1CBr, Br, O=N[O-], Cc1cc(N)ccc1OC(F)F, [Na+], O. Product: Cc1cc(Br)ccc1OC(F)F. Reaction SMILES: [Br:17][CH2:18][c:19]1[cH:20][cH:21][cH:22][c:23]([N+:24]([O-:25])=[O:26])[c:27]1[CH2:28][Br:29].[BrH:30].[N:13]([O-:14])=[O:15].[NH2:1][c:2]1[cH:3][c:4]([CH3:12])[c:5]([O:8][CH:9]([F:10])[F:11])[cH:6][cH:7]1.[Na+:16].[OH2:31]>>[c:2]1([Br:17])[cH:3][c:4]([CH3:12])[c:5]([O:8][CH:9]([F:10])[F:11])[cH:6][cH:7]1. The reactants are [OH-].[Na+] (sodium hydroxide), C(\C=C/C(=O)O)(=O)O (maleic acid), [Cl-].[Al+3].[Cl-].[Cl-] (aluminum chloride), [H-].[Al+3].[Li+].[H-].[H-].[H-] (lithium aluminum hydride), CN1C(CSC2C=3C1=C1C=CC=CC1=NC3CCC2)=O (1,3,4a,5,6,7-hexahydro-1-methyl-2H-quino-[4,3,2-ef][1,4]benzthiazepin-2-one). Solvent: O1CCCC1 (tetrahydrofuran), O1CCCC1 (tetrahydrofuran). Conditions: time 1 hour. Yields the product C(\C=C/C(=O)O)(=O)O.CN1CCSC2C=3C1=C1C=CC=CC1=NC3CCC2 (2,3,4a,5,6,7-Hexahydro-1-methyl-1H-quino-[4,3,2-ef][1,4]benzthiazepine maleate). The yield is 73.0%. As a reaction SMILES: [H-].[Al+3].[Li+].[H-].[H-].[H-].[Cl-].[Al+3].[Cl-].[Cl-].[CH3:11][N:12]1[C:18]2=[C:19]3[C:24](=[N:25][C:26]4[CH2:27][CH2:28][CH2:29][CH:16]([C:17]=42)[S:15][CH2:14][C:13]1=O)[CH:23]=[CH:22][CH:21]=[CH:20]3.[OH-].[Na+].[C:33]([OH:40])(=[O:39])/[CH:34]=[CH:35]\[C:36]([OH:38])=[O:37]>O1CCCC1>[C:33]([OH:40])(=[O:39])/[CH:34]=[CH:35]\[C:36]([OH:38])=[O:37].[CH3:11][N:12]1[C:18]2=[C:19]3[C:24](=[N:25][C:26]4[CH2:27][CH2:28][CH2:29][CH:16]([C:17]=42)[S:15][CH2:14][CH2:13]1)[CH:23]=[CH:22][CH:21]=[CH:20]3 |f:0.1.2.3.4.5,6.7.8.9,11.12,15.16|. Procedure details: To 1M lithium aluminum hydride in tetrahydrofuran (14.1 ml), diluted with tetrahydrofuran (50 ml) was added aluminum chloride (1.9 g), followed by 1,3,4a,5,6,7-hexahydro-1-methyl-2H-quino-[4,3,2-ef][1,4]benzthiazepin-2-one (3.42 g). After stirring for 1 hr, the reaction mixture was poured into iced sodium hydroxide solution and extracted three times with ethyl acetate. The combined organic extracts were washed with water, saturated sodium chloride solution, and dried over anhydrous magnesium sul...